From a dataset of the Open Reaction Database (ORD), a public repository of structured organic reaction records. describe an organic reaction: reactants, conditions, products, and yield The reactants are BrC1=CC(=C(C=C1OC(C)C)N1C(=NC(=CC1=O)C(F)(F)F)Cl)F (1-(4-bromo-2-fluoro-5-isopropoxyphenyl)-2-chloro-4-trifluoromethyl-6(1H)-pyrimidinone), C[O-].[Na+] (sodium methylate). The solvent is CO (methanol). Yields the product BrC1=CC(=C(C=C1OC(C)C)N1C(=NC(=CC1=O)C(F)(F)F)OC)F (1-(4-bromo-2-fluoro-5-isopropoxyphenyl)-2-methoxy-4-trifluoromethyl-6(1H)-pyrimidinone). As a reaction SMILES: [Br:1][C:2]1[C:7]([O:8][CH:9]([CH3:11])[CH3:10])=[CH:6][C:5]([N:12]2[C:17](=[O:18])[CH:16]=[C:15]([C:19]([F:22])([F:21])[F:20])[N:14]=[C:13]2Cl)=[C:4]([F:24])[CH:3]=1.[CH3:25][O-:26].[Na+]>CO>[Br:1][C:2]1[C:7]([O:8][CH:9]([CH3:11])[CH3:10])=[CH:6][C:5]([N:12]2[C:17](=[O:18])[CH:16]=[C:15]([C:19]([F:22])([F:21])[F:20])[N:14]=[C:13]2[O:26][CH3:25])=[C:4]([F:24])[CH:3]=1 |f:1.2|. Procedure: using 1-(4-bromo-2-fluoro-5-isopropoxyphenyl)-2-chloro-4-trifluoromethyl-6(1H)-pyrimidinone and sodium methylate in methanol there is obtained 1-(4-bromo-2-fluoro-5-isopropoxyphenyl)-2-methoxy-4-trifluoromethyl-6(1H)-pyrimidinone, m.p. 137° C.; Starting materials: [S-]C#N.[K+] (potassium thiocyanate), IC[C@@H]1[C@@H](C(N1)=O)N1C(C=2C(C1=O)=CC=CC2)=O (cis 4-iodomethyl-3-phthalimido-2-oxo-azetidine), O (water). Solvent: CN(C=O)C (dimethylformamide). Conditions: time 2 hour. Yields the product S(C#N)C[C@@H]1[C@@H](C(N1)=O)N1C(C=2C(C1=O)=CC=CC2)=O (cis 4-thiocyanatomethyl-3-phthalimido-2-oxo-azetidine). Reaction SMILES: [S-:1][C:2]#[N:3].[K+].I[CH2:6][C@H:7]1[NH:10][C:9](=[O:11])[C@H:8]1[N:12]1[C:16](=[O:17])[C:15]2=[CH:18][CH:19]=[CH:20][CH:21]=[C:14]2[C:13]1=[O:22].O>CN(C)C=O>[S:1]([CH2:6][C@H:7]1[NH:10][C:9](=[O:11])[C@H:8]1[N:12]1[C:16](=[O:17])[C:15]2=[CH:18][CH:19]=[CH:20][CH:21]=[C:14]2[C:13]1=[O:22])[C:2]#[N:3] |f:0.1|. Procedure: 1.5 g of potassium thiocyanate were added at 75° C. with stirring to a mixture of 1.78 g of the product of Step A in 5 ml of dimethylformamide and the mixture was stirred for 31/2 hours and was poured into water. The mixture was vacuum filtered and the product was washed with water and dried. The product was empasted with hot isopropyl ether, vacuum filtered and dried to obtain 1.25 g of racemate of cis 4-thiocyanatomethyl-3-phthalimido-2-oxo-azetidine.